Dataset: the Open Reaction Database (ORD), a public repository of structured organic reaction records. Task: describe an organic reaction: reactants, conditions, products, and yield Reactants: CC(C(=O)OC)(C)C1=CC=CC=C1 (Methyl 2-methyl-2-phenylpropanoate), C1(=CC=CC=C1)C(C(=O)OC)(CCC)CCC (Methyl 2-phenyl-2-propylpentanoate). Product: CC(C(=O)O)(C)C1=CC=CC=C1 (2-methyl-2-phenylpropanoic Acid). As a reaction SMILES: [CH3:1][C:2]([C:8]1[CH:13]=[CH:12][CH:11]=[CH:10][CH:9]=1)([CH3:7])[C:3]([O:5]C)=[O:4].C1(C(CCC)(CCC)C(OC)=O)C=CC=CC=1>>[CH3:7][C:2]([C:8]1[CH:13]=[CH:12][CH:11]=[CH:10][CH:9]=1)([CH3:1])[C:3]([OH:5])=[O:4]. Reported procedure: The title compound was prepared according to the procedure of Example 1C, substituting the product of Example 9A for the product of Example 1B. 1H NMR (300 MHz, CDCl3): δ 7.33 (m, 5 H), 1.60 (s, 6 H). Reactants: CC1(C)CC(=O)c2c(Br)cn(-c3ccccn3)c2C1, CCCC[Sn](CCCC)(CCCC)Cc1ccccc1, CN(C)P(=O)(N(C)C)N(C)C, ClCCl. The product is CC1(C)CC(=O)c2c(Cc3ccccc3)cn(-c3ccccn3)c2C1. As a reaction SMILES: [Br:1][c:2]1[cH:3][n:4](-[c:14]2[n:15][cH:16][cH:17][cH:18][cH:19]2)[c:5]2[c:10]1[C:9](=[O:11])[CH2:8][C:7]([CH3:12])([CH3:13])[CH2:6]2.[CH2:20]([c:21]1[cH:22][cH:23][cH:24][cH:25][cH:26]1)[Sn:27]([CH2:28][CH2:29][CH2:30][CH3:31])([CH2:32][CH2:33][CH2:34][CH3:35])[CH2:36][CH2:37][CH2:38][CH3:39].[CH3:40][N:41]([P:42]([N:43]([CH3:44])[CH3:45])([N:46]([CH3:47])[CH3:48])=[O:49])[CH3:50].[Cl:51][CH2:52][Cl:53]>>[c:2]1([CH2:20][c:21]2[cH:22][cH:23][cH:24][cH:25][cH:26]2)[cH:3][n:4](-[c:14]2[n:15][cH:16][cH:17][cH:18][cH:19]2)[c:5]2[c:10]1[C:9](=[O:11])[CH2:8][C:7]([CH3:12])([CH3:13])[CH2:6]2.